Dataset: the Open Reaction Database (ORD), a public repository of structured organic reaction records. Task: describe an organic reaction: reactants, conditions, products, and yield Reactants: Cc1ccc([Mg]Br)cc1 (effective_coupling_partner), COc2ccc(c1ccc(C)cc1)cc2 (substrate). Reagents/catalysts: CC(C)P(C(C)C)C(Nc1ccccc1n3nc(c2ccccc2)cc3c4ccccc4)c5ccccc5. Conditions: temperature 120 celsius, time 16 hour. The product is Cc3ccc(c2ccc(c1ccc(C)cc1)cc2)cc3. The reactants are CCOC(=O)c1c(-c2ccc(F)cc2F)noc1C, C1CCOC1, CO, Cl, [Na+], [OH-]. Yields the product Cc1onc(-c2ccc(F)cc2F)c1C(=O)O. As a reaction SMILES: [CH2:1]([CH3:2])[O:3][C:4](=[O:5])[c:6]1[c:7](-[c:12]2[c:13]([F:19])[cH:14][c:15]([F:18])[cH:16][cH:17]2)[n:8][o:9][c:10]1[CH3:11].[CH2:25]1[O:26][CH2:27][CH2:28][CH2:29]1.[CH3:22][OH:23].[ClH:24].[Na+:21].[OH-:20]>>[O:3]=[C:4]([OH:5])[c:6]1[c:7](-[c:12]2[c:13]([F:19])[cH:14][c:15]([F:18])[cH:16][cH:17]2)[n:8][o:9][c:10]1[CH3:11].